From a dataset of the Open Reaction Database (ORD), a public repository of structured organic reaction records. describe an organic reaction: reactants, conditions, products, and yield Starting materials: C(C1=CC=CC=C1)(=O)NC1=NC=CC2=CC(=CC=C12)C(=O)O ([1-(benzoylamino)-6-isoquinolinyl]carboxylic acid), Cl (hydrochloric acid). Solvent: C(C)(=O)O (acetic acid). Run at temperature 100 celsius. The product is Cl.NC1=NC=CC2=CC(=CC=C12)C(=O)O ((1-Amino-6-isoquinolinyl)carboxylic acid hydrochloride). RXN SMILES: C([NH:9][C:10]1[C:19]2[C:14](=[CH:15][C:16]([C:20]([OH:22])=[O:21])=[CH:17][CH:18]=2)[CH:13]=[CH:12][N:11]=1)(=O)C1C=CC=CC=1.[ClH:23]>C(O)(=O)C>[ClH:23].[NH2:9][C:10]1[C:19]2[C:14](=[CH:15][C:16]([C:20]([OH:22])=[O:21])=[CH:17][CH:18]=2)[CH:13]=[CH:12][N:11]=1 |f:3.4|. Procedure: A mixture of 445 mg [1-(benzoylamino)-6-isoquinolinyl]carboxylic acid, 10 mL of acetic acid and 20 mL of 4N hydrochloric acid was heated at 100° C. for one day. The reaction mixture was concentrated and coevaporated with 0.5N hydrochloric acid. The resulting residue was triturated with diethyl ether to yield 341 mg of the title compound.